This data is from the Open Reaction Database (ORD), a public repository of structured organic reaction records. The task is: describe an organic reaction: reactants, conditions, products, and yield The reactants are FC1=CC=C(CN2C(=CC3=CC=CC=C23)C(=O)O)C=C1 (1-(4-fluorobenzyl)-1H-indole-2-carboxylic acid), C1(=CC=CC=C1)C(O)C1CCNCC1 (phenyl(piperidin-4-yl)methanol), C=1C=CC2=C(C1)N=NN2O (HOBT), CCN(C(C)C)C(C)C (Hunig's Base), C(CCl)Cl (EDC). The solvent is CN(C)C=O (DMF), CCOC(=O)C (EtOAc), CCOCC (Et2O). Yields the product FC1=CC=C(CN2C(=CC3=CC=CC=C23)C(=O)N2CCC(CC2)C(C2=CC=CC=C2)O)C=C1 ((1-(4-fluorobenzyl)-1H-indol-2-yl)(4-(hydroxy(phenyl)methyl)piperidin-1-yl)methanone). Isolated yield 34.2%. RXN SMILES: [F:1][C:2]1[CH:20]=[CH:19][C:5]([CH2:6][N:7]2[C:15]3[C:10](=[CH:11][CH:12]=[CH:13][CH:14]=3)[CH:9]=[C:8]2[C:16](O)=[O:17])=[CH:4][CH:3]=1.CCN(C(C)C)C(C)C.C(Cl)CCl.C1C=CC2N(O)N=NC=2C=1.[C:44]1([CH:50]([CH:52]2[CH2:57][CH2:56][NH:55][CH2:54][CH2:53]2)[OH:51])[CH:49]=[CH:48][CH:47]=[CH:46][CH:45]=1>CCOCC.CCOC(C)=O.CN(C=O)C>[F:1][C:2]1[CH:3]=[CH:4][C:5]([CH2:6][N:7]2[C:15]3[C:10](=[CH:11][CH:12]=[CH:13][CH:14]=3)[CH:9]=[C:8]2[C:16]([N:55]2[CH2:56][CH2:57][CH:52]([CH:50]([OH:51])[C:44]3[CH:45]=[CH:46][CH:47]=[CH:48][CH:49]=3)[CH2:53][CH2:54]2)=[O:17])=[CH:19][CH:20]=1. Procedure details: The following was added sequentially to anhydrous DMF (5 mL): 1-(4-fluorobenzyl)-1H-indole-2-carboxylic acid (0.119 g, 0.443 mmol), Hunig's Base (0.232 ml, 1.329 mmol), EDC (0.093 g, 0.487 mmol), HOBT (0.075 g, 0.487 mmol), and phenyl(piperidin-4-yl)methanol (0.085 g, 0.443 mmol). The solution was stirred at room temperature for 30 h, at which time a 1:1 solution of EtOAc:Et2O was added and washed with 10% aq. Na2CO3. The organic solution was dried with MgSO4 and concentrated in vacuo to give a ...